Dataset: the Open Reaction Database (ORD), a public repository of structured organic reaction records. Task: describe an organic reaction: reactants, conditions, products, and yield Reactants: FC=1C=C(C=CC1)CCC(=O)O (3-(3-fluorophenyl)propionic acid), C(C)(C)(C)OC(NC1=NC=CC(=C1)C(=O)NN)=O (tert-butyl[4-(hydrazinocarbonyl)-2-pyridyl]carbamate). Yields the product C(C)(C)(C)OC(NC1=NC=CC(=C1)C(=O)NNC(CCC1=CC(=CC=C1)F)=O)=O (tert-butyl[4-[[2-[3-(3-fluorophenyl)propanoyl]hydrazino]carbonyl]-2-pyridyl]carbamate). The yield is 60.0%. RXN SMILES: [F:1][C:2]1[CH:3]=[C:4]([CH2:8][CH2:9][C:10]([OH:12])=O)[CH:5]=[CH:6][CH:7]=1.[C:13]([O:17][C:18](=[O:30])[NH:19][C:20]1[CH:25]=[C:24]([C:26]([NH:28][NH2:29])=[O:27])[CH:23]=[CH:22][N:21]=1)([CH3:16])([CH3:15])[CH3:14]>>[C:13]([O:17][C:18](=[O:30])[NH:19][C:20]1[CH:25]=[C:24]([C:26]([NH:28][NH:29][C:10](=[O:12])[CH2:9][CH2:8][C:4]2[CH:5]=[CH:6][CH:7]=[C:2]([F:1])[CH:3]=2)=[O:27])[CH:23]=[CH:22][N:21]=1)([CH3:16])([CH3:14])[CH3:15]. Procedure: In the same manner as in Reference Example 1 and using 3-(3-fluorophenyl)propionic acid instead of benzothiazole-6-carboxylic acid and tert-butyl[4-(hydrazinocarbonyl)-2-pyridyl]carbamate instead of tert-butyl carbazate, the title compound (yield 60%) was obtained as colorless crystals.